From a dataset of the Open Reaction Database (ORD), a public repository of structured organic reaction records. describe an organic reaction: reactants, conditions, products, and yield RXN SMILES: [CH2:21]([Cl:22])[CH2:23][Cl:24].[CH3:11][O:12][C:13](=[O:14])[c:15]1[n:16][nH:17][cH:18][c:19]1[NH2:20].[CH3:1][c:2]1[cH:3][cH:4][c:5]([C:8]([OH:9])=[O:10])[cH:6][cH:7]1.[O:35]=[CH:36][N:37]([CH3:38])[CH3:39].[OH:25][n:26]1[c:27]2[c:28]([cH:29][cH:30][cH:31][cH:32]2)[n:33][n:34]1>>[CH3:1][c:2]1[cH:3][cH:4][c:5]([C:8](=[O:10])[NH:20][c:19]2[c:15]([C:13]([O:12][CH3:11])=[O:14])[n:16][nH:17][cH:18]2)[cH:6][cH:7]1. Starting materials: ClCCCl, COC(=O)c1n[nH]cc1N, Cc1ccc(C(=O)O)cc1, CN(C)C=O, On1nnc2ccccc21. The product is COC(=O)c1n[nH]cc1NC(=O)c1ccc(C)cc1.